Dataset: the Open Reaction Database (ORD), a public repository of structured organic reaction records. Task: describe an organic reaction: reactants, conditions, products, and yield Starting materials: [Al+3], C1CCOC1, CCCNc1cc(C(F)(F)F)ccc1C(=O)N(C)OC, [H-], [H-], [H-], [H-], [Li+]. Product: CCCNc1cc(C(F)(F)F)ccc1C=O. RXN SMILES: [Al+3:22].[CH2:27]1[O:28][CH2:29][CH2:30][CH2:31]1.[CH3:1][O:2][N:3]([C:4]([c:5]1[c:6]([NH:15][CH2:16][CH2:17][CH3:18])[cH:7][c:8]([C:11]([F:12])([F:13])[F:14])[cH:9][cH:10]1)=[O:19])[CH3:20].[H-:21].[H-:24].[H-:25].[H-:26].[Li+:23]>>[CH:4]([c:5]1[c:6]([NH:15][CH2:16][CH2:17][CH3:18])[cH:7][c:8]([C:11]([F:12])([F:13])[F:14])[cH:9][cH:10]1)=[O:19].